describe an organic reaction: reactants, conditions, products, and yield From a dataset of the Open Reaction Database (ORD), a public repository of structured organic reaction records. Starting materials: ClCC(C1=CC[C@H]2[C@@H]3CCC4=CC(C=C[C@]4(C)[C@]3([C@H](C[C@]12C)O)F)=O)=O (21-chloro-9-fluoro-11β-hydroxypregna-1,4,16-triene-3,20-dione), O.C(C)(=O)[O-].[Na+] (sodium acetate hydrate), O.C1(=CC=C(C=C1)S(=O)(=O)O)C (p-toluenesulfonic acid hydrate), C(C)(=O)OC(C)=O (acetic anhydride). Run in C(C)(=O)O (acetic acid). Product: C(C)(=O)O[C@@H]1[C@@]2([C@]3(C=CC(C=C3CC[C@H]2[C@@H]2CC=C(C(CCl)=O)[C@]2(C1)C)=O)C)F (11β-(Acetoxy)-21-chloro-9-fluoropregna-1,4,16-triene-3,20-dione). Reaction SMILES: [Cl:1][CH2:2][C:3](=[O:26])[C:4]1[C@:21]2([CH3:22])[C@H:7]([C@H:8]3[C@:18]([F:24])([C@@H:19]([OH:23])[CH2:20]2)[C@:16]2([CH3:17])[C:11](=[CH:12][C:13](=[O:25])[CH:14]=[CH:15]2)[CH2:10][CH2:9]3)[CH2:6][CH:5]=1.[C:27](OC(=O)C)(=[O:29])[CH3:28].O.C1(C)C=CC(S(O)(=O)=O)=CC=1.O.C([O-])(=O)C.[Na+]>C(O)(=O)C>[C:27]([O:23][C@H:19]1[CH2:20][C@@:21]2([CH3:22])[C@@H:7]([CH2:6][CH:5]=[C:4]2[C:3](=[O:26])[CH2:2][Cl:1])[C@H:8]2[C@@:18]1([F:24])[C@:16]1([CH3:17])[C:11]([CH2:10][CH2:9]2)=[CH:12][C:13](=[O:25])[CH:14]=[CH:15]1)(=[O:29])[CH3:28] |f:2.3,4.5.6|. Procedure details: A suspension of 21-chloro-9-fluoro-11β-hydroxypregna-1,4,16-triene-3,20-dione (2.1g) in a mixture of glacial acetic acid (30 ml) and acetic anhydride (30 ml) containing p-toluenesulfonic acid hydrate (2.1g) is stirred at room temperature. After 30 hours the solution is mixed with sodium acetate hydrate (5.0g) and evaporated in vacuo. The residue is dissolved in chloroform, washed with water, dried and evaporated to afford the title compound. One crystallization from acetone affords 1.85g of the ... The reactants are Cl (Hydrogen chloride), C1(=CC=CC=C1)C(C1=CC=CC=C1)N1CC(C1)CN(C)C ([1-(1,1-diphenylmethyl)azetidin-3-ylmethyl]dimethylamine). The reagents and catalysts are [Pd] (Palladium). The solvent is CO (methanol), CO (methanol). Conditions: time 4 day. Yields the product Cl.Cl.N1CC(C1)CN(C)C (Azetidin-3-ylmethyldimethylamine, dihydrochloride). Yield: 76.0%. As a reaction SMILES: [ClH:1].C1(C([N:15]2[CH2:18][CH:17]([CH2:19][N:20]([CH3:22])[CH3:21])[CH2:16]2)C2C=CC=CC=2)C=CC=CC=1>CO.[Pd]>[ClH:1].[ClH:1].[NH:15]1[CH2:18][CH:17]([CH2:19][N:20]([CH3:22])[CH3:21])[CH2:16]1 |f:4.5.6|. Reported procedure: Hydrogen chloride in methanol was added to a mixture of [1-(1,1-diphenylmethyl)azetidin-3-ylmethyl]dimethylamine (9.9 g, 35 mmol) in methanol (150 mL) until pH=4. Palladium hydroxyde (1.5 g, 20%) was added and the resulting mixture hydrogenated at room temperature at 50 p.s.i. for 4 days. The mixture was filtered through Celite and the filtrate evaporated under reduced pressure to give the title compound (5.0 g, 76%) as a white solid. The reactants are C1(=CC=C(C=C1)S(=O)(=O)C[N+]#[C-])C (p-toluenesulfonylmethylisocyanide), COC=1C=C(COC2=NN(C=C2C=O)C2=CC=CC=C2)C=CC1OCC=1N=C(OC1C)C1=CC=CC=C1 (3-{[3-methoxy-4-(5-methyl-2-phenyl-1,3-oxazol-4-ylmethoxy)benzyl]oxy}-1-phenyl-1H-pyrazole-4-carbaldehyde), CC(C)([O-])C.[K+] (potassium tert-butoxide), [Cl-].[NH4+] (ammonium chloride). Solvent: CO (methanol), C(OC)COC (dimethoxyethane), C(OC)COC (dimethoxyethane), C(OC)COC (dimethoxyethane). Reaction conditions: time 5 minute. The product is COC=1C=C(COC2=NN(C=C2CC#N)C2=CC=CC=C2)C=CC1OCC=1N=C(OC1C)C1=CC=CC=C1 ((3-{[3-methoxy-4-(5-methyl-2-phenyl-1,3-oxazol-4-ylmethoxy)benzyl]oxy}-1-phenyl-1H-pyrazol-4-yl)acetonitrile). Yield: 46.9%. RXN SMILES: CC(C)([O-])C.[K+].C1(C)C=CC(S([CH2:16][N+:17]#[C-])(=O)=O)=CC=1.[CH3:20][O:21][C:22]1[CH:23]=[C:24]([CH:40]=[CH:41][C:42]=1[O:43][CH2:44][C:45]1[N:46]=[C:47]([C:51]2[CH:56]=[CH:55][CH:54]=[CH:53][CH:52]=2)[O:48][C:49]=1[CH3:50])[CH2:25][O:26][C:27]1[C:31]([CH:32]=O)=[CH:30][N:29]([C:34]2[CH:39]=[CH:38][CH:37]=[CH:36][CH:35]=2)[N:28]=1.[Cl-].[NH4+]>C(COC)OC.CO>[CH3:20][O:21][C:22]1[CH:23]=[C:24]([CH:40]=[CH:41][C:42]=1[O:43][CH2:44][C:45]1[N:46]=[C:47]([C:51]2[CH:56]=[CH:55][CH:54]=[CH:53][CH:52]=2)[O:48][C:49]=1[CH3:50])[CH2:25][O:26][C:27]1[C:31]([CH2:32][C:16]#[N:17])=[CH:30][N:29]([C:34]2[CH:35]=[CH:36][CH:37]=[CH:38][CH:39]=2)[N:28]=1 |f:0.1,4.5|. Procedure: To a mixture of potassium tert-butoxide (700 mg) and dimethoxyethane (10 mL) was added a solution of p-toluenesulfonylmethylisocyanide (650 mg) in dimethoxyethane (10 mL) at −78° C., and the mixture was stirred for 5 min. To the reaction mixture was added a solution of 3-{[3-methoxy-4-(5-methyl-2-phenyl-1,3-oxazol-4-ylmethoxy)benzyl]oxy}-1-phenyl-1H-pyrazole-4-carbaldehyde (1.46 g) in dimethoxyethane (10 mL). After stirring at the same temperature for 1 hr, the mixture was stirred for 1 hr while... Starting materials: OCCCOC1=CC=C(C=C1)C1C(CN(CC1)C(=O)OC(C)(C)C)OCC1=CC2=CC=CC=C2C=C1 (tert-butyl (3RS,4RS)-4-[4-(3-hydroxy-propoxy)-phenyl]-3-(naphthalen-2-ylmethoxy)-piperidine-1-carboxylate), S(=O)(=O)(C)Cl (mesyl chloride). Product: CS(=O)(=O)OCCCOC1=CC=C(C=C1)C1C(CN(CC1)C(=O)OC(C)(C)C)OCC1=CC2=CC=CC=C2C=C1 (tert-butyl (3RS,4RS)-4-[4-(3-methylsulphonyloxy-propoxy)-phenyl]-3-(naphthalen-2-ylmethoxy)-piperidine-1-carboxylate). RXN SMILES: [OH:1][CH2:2][CH2:3][CH2:4][O:5][C:6]1[CH:11]=[CH:10][C:9]([CH:12]2[CH2:17][CH2:16][N:15]([C:18]([O:20][C:21]([CH3:24])([CH3:23])[CH3:22])=[O:19])[CH2:14][CH:13]2[O:25][CH2:26][C:27]2[CH:36]=[CH:35][C:34]3[C:29](=[CH:30][CH:31]=[CH:32][CH:33]=3)[CH:28]=2)=[CH:8][CH:7]=1.[S:37](Cl)([CH3:40])(=[O:39])=[O:38]>>[CH3:40][S:37]([O:1][CH2:2][CH2:3][CH2:4][O:5][C:6]1[CH:11]=[CH:10][C:9]([CH:12]2[CH2:17][CH2:16][N:15]([C:18]([O:20][C:21]([CH3:22])([CH3:23])[CH3:24])=[O:19])[CH2:14][CH:13]2[O:25][CH2:26][C:27]2[CH:36]=[CH:35][C:34]3[C:29](=[CH:30][CH:31]=[CH:32][CH:33]=3)[CH:28]=2)=[CH:8][CH:7]=1)(=[O:39])=[O:38]. Reported procedure: Reaction of tert-butyl (3RS,4RS)-4-[4-(3-hydroxy-propoxy)-phenyl]-3-(naphthalen-2-ylmethoxy)-piperidine-1-carboxylate with mesyl chloride analogously to the procedure described in Example 54(h) gave tert-butyl (3RS,4RS)-4-[4-(3-methylsulphonyloxy-propoxy)-phenyl]-3-(naphthalen-2-ylmethoxy)-piperidine-1-carboxylate as a yellow oil; Rf : 0.50 (SiO2, hexane:ethyl acetate=1:1). Starting materials: OC=1C=C2C(OC(C2=CC1)=O)=O (5-hydroxyisobenzofuran-1,3-dione), Cl.NCC(=O)OC (methyl 2-aminoacetate hydrochloride). Run in C1(=CC=CC=C1)C (toluene). Reaction conditions: temperature 200 celsius. Yields the product OC=1C=C2C(N(C(C2=CC1)=O)CC(=O)OC)=O (methyl 2-(5-hydroxy-1,3-dioxoisoindolin-2-yl)acetate). Reaction SMILES: [OH:1][C:2]1[CH:3]=[C:4]2[C:8](=[CH:9][CH:10]=1)[C:7](=[O:11])O[C:5]2=[O:12].Cl.[NH2:14][CH2:15][C:16]([O:18][CH3:19])=[O:17]>C1(C)C=CC=CC=1>[OH:1][C:2]1[CH:3]=[C:4]2[C:8](=[CH:9][CH:10]=1)[C:7](=[O:11])[N:14]([CH2:15][C:16]([O:18][CH3:19])=[O:17])[C:5]2=[O:12] |f:1.2|. Procedure details: In a MW vial 5-hydroxyisobenzofuran-1,3-dione (561 mg, 3.42 mmol) and methyl 2-aminoacetate hydrochloride (386 mg, 3.08 mmol) were suspended in toluene (15 ml). The obtained mixture was heated under microwave irradiation at 200° C. for 5 hours. A mixture of the desired compound with an undesired byproduct (about 1:2 ratio) was obtained. After filtration, the obtained beige solid was purified by silica gel flash chromatography (petroleum ether/EtOAc 1/1 to EtOAc) to give 7 methyl 2-(5-hydroxy-1,3... Starting materials: C1(=CC=CC=C1)CCC1=COC2=C1C=CC(=C2)O (3-(2-Phenylethyl)-6-hydroxy-benzofuran), C(C=C)Br (allyl bromide), C([O-])([O-])=O.[Cs+].[Cs+] (cesium carbonate). Run in CN(C)C=O (DMF). Run at time 8 hour. The product is C1(=CC=CC=C1)CCC1=COC2=C1C=CC(=C2)OCC=C (3-(2-Phenylethyl)-6-allyloxy-benzofuran). As a reaction SMILES: [C:1]1([CH2:7][CH2:8][C:9]2[C:13]3[CH:14]=[CH:15][C:16]([OH:18])=[CH:17][C:12]=3[O:11][CH:10]=2)[CH:6]=[CH:5][CH:4]=[CH:3][CH:2]=1.[CH2:19](Br)[CH:20]=[CH2:21].C(=O)([O-])[O-].[Cs+].[Cs+]>CN(C=O)C>[C:1]1([CH2:7][CH2:8][C:9]2[C:13]3[CH:14]=[CH:15][C:16]([O:18][CH2:21][CH:20]=[CH2:19])=[CH:17][C:12]=3[O:11][CH:10]=2)[CH:2]=[CH:3][CH:4]=[CH:5][CH:6]=1 |f:2.3.4|. Reported procedure: A stirred solution of the product from Step C (1.128 grams) in dry DMF (15 mL) was exposed to allyl bromide (0.43 mL) followed by cesium carbonate (1.620 grams). After stirring overnight at ambient temperature, the reaction was partitioned between isopropyl acetate and pH4 pthalate buffer. The organic was washed twice with water, dried over magnesium sulfate and filtered. Evaporation gave the title compound, which did not require further purification.